This data is from the Open Reaction Database (ORD), a public repository of structured organic reaction records. The task is: describe an organic reaction: reactants, conditions, products, and yield The reactants are C(CCC)[Sn](CCCC)(CCCC)Cl (Tributyltin chloride), tris(dibenzylidene acetone), BrC1=NC(=CC=C1)C1=NC(=NO1)C=1C=NC=CC1 (2-Bromo-6-(3-pyridin-3-yl-[1,2,4]oxadiazol-5-yl)-pyridine), [C-]#N.[K+] (potassium cyanide). The reagents and catalysts are C1(=CC=CC=C1)P(C1=CC=CC=C1)[C-]1C=CC=C1.[C-]1(C=CC=C1)P(C1=CC=CC=C1)C1=CC=CC=C1.[Fe+2] (bis-(diphenylphosphino)ferrocene). Run in CCCCCCC (heptane), C(C)#N (acetonitrile). Reaction conditions: temperature 80 celsius, time 30 minute. The product is N1=CC(=CC=C1)C1=NOC(=N1)C1=CC=CC(=N1)C#N (6-(Pyridin-3-yl-[1,2,4]oxadiazol-5-yl)-pyridine-2-carbonitrile). As a reaction SMILES: Br[C:2]1[CH:7]=[CH:6][CH:5]=[C:4]([C:8]2[O:12][N:11]=[C:10]([C:13]3[CH:14]=[N:15][CH:16]=[CH:17][CH:18]=3)[N:9]=2)[N:3]=1.[C-:19]#[N:20].[K+].C([Sn](Cl)(CCCC)CCCC)CCC>C(#N)C.CCCCCCC.C1(P([C-]2C=CC=C2)C2C=CC=CC=2)C=CC=CC=1.[C-]1(P(C2C=CC=CC=2)C2C=CC=CC=2)C=CC=C1.[Fe+2]>[N:15]1[CH:16]=[CH:17][CH:18]=[C:13]([C:10]2[N:9]=[C:8]([C:4]3[N:3]=[C:2]([C:19]#[N:20])[CH:7]=[CH:6][CH:5]=3)[O:12][N:11]=2)[CH:14]=1 |f:1.2,6.7.8|. Procedure details: 2-Bromo-6-(3-pyridin-3-yl-[1,2,4]oxadiazol-5-yl)-pyridine (250 mg, 0.83 mmol) and 80 mg of potassium cyanide (1.24 mmol) in 15 ml of acetonitrile was degassed three times (vacuum/nitrogene), added a solution of 24 μl Tributyltin chloride (1 μmol) in heptane, 2.3 mg of bis-(diphenylphosphino)ferrocene (4.1 μmol) and 4 mg of bispalladium tris(dibenzylidene acetone) (4.1 μmol) were added. The suspension was degassed three times and stirred at ambident temperature for 30 minutes. The mixture was deg...